From a dataset of the Open Reaction Database (ORD), a public repository of structured organic reaction records. describe an organic reaction: reactants, conditions, products, and yield Starting materials: ClC=1C=C(C=CC1)C=1ON=C2C1C=C(C=C2)C(O)C2=CC=C(C=C2)C (3-(3-chlorophenyl)-α-(4-methylphenyl)-2,1-benzisoxazole-5-methanol). The reagents and catalysts are O=[Mn]=O (MnO2). Solvent: O1CCOCC1 (1,4-dioxane). Conditions: temperature 80 celsius, time 2 hour. Yields the product ClC=1C=C(C=CC1)C=1ON=C2C1C=C(C=C2)C(=O)C2=CC=C(C=C2)C ([3-(3-chlorophenyl)-2,1-benzisoxazol-5-yl](4-methylphenyl)-methanone). The yield is 100.0%. RXN SMILES: [Cl:1][C:2]1[CH:3]=[C:4]([C:8]2[O:9][N:10]=[C:11]3[CH:16]=[CH:15][C:14]([CH:17]([C:19]4[CH:24]=[CH:23][C:22]([CH3:25])=[CH:21][CH:20]=4)[OH:18])=[CH:13][C:12]=23)[CH:5]=[CH:6][CH:7]=1>O1CCOCC1.O=[Mn]=O>[Cl:1][C:2]1[CH:3]=[C:4]([C:8]2[O:9][N:10]=[C:11]3[CH:16]=[CH:15][C:14]([C:17]([C:19]4[CH:20]=[CH:21][C:22]([CH3:25])=[CH:23][CH:24]=4)=[O:18])=[CH:13][C:12]=23)[CH:5]=[CH:6][CH:7]=1. Procedure details: A mixture of intermediate 18 (0.071 mol) and MnO2 (0.287 mol) in 1,4-dioxane (250 ml) was stirred at 80° C. for 2 hours, then cooled to room temperature, filtered over celite and washed with DCM. The solvent was evaporated till dryness, yielding 24.7 g (100%) of [3-(3-chlorophenyl)-2,1-benzisoxazol-5-yl](4-methylphenyl)-methanone (intermediate 19). Reactants: ClCCl, O=C(Cl)CCc1ccc(Cl)cc1Cl, CN1C(=O)C(N)N=C(c2ccccc2)c2ccncc21, c1ccncc1. The product is CN1C(=O)C(NC(=O)CCc2ccc(Cl)cc2Cl)N=C(c2ccccc2)c2ccncc21. Reaction SMILES: [CH2:40]([Cl:41])[Cl:42].[Cl:27][c:28]1[c:29]([CH2:35][CH2:36][C:37](=[O:38])[Cl:39])[cH:30][cH:31][c:32]([Cl:34])[cH:33]1.[NH2:1][CH:2]1[N:3]=[C:4]([c:15]2[cH:16][cH:17][cH:18][cH:19][cH:20]2)[c:5]2[c:6]([cH:11][n:12][cH:13][cH:14]2)[N:7]([CH3:10])[C:8]1=[O:9].[cH:21]1[cH:22][cH:23][n:24][cH:25][cH:26]1>>[NH:1]([CH:2]1[N:3]=[C:4]([c:15]2[cH:16][cH:17][cH:18][cH:19][cH:20]2)[c:5]2[c:6]([cH:11][n:12][cH:13][cH:14]2)[N:7]([CH3:10])[C:8]1=[O:9])[C:37]([CH2:36][CH2:35][c:29]1[c:28]([Cl:27])[cH:33][c:32]([Cl:34])[cH:31][cH:30]1)=[O:38]. Reactants: O=C([O-])O, CCOC(C)=O, CC(=C1C(=O)Nc2ccc([N+](=O)[O-])cc21)c1c[nH]cn1, [Na+], Cl[Sn](Cl)(Cl)Cl. Product: CC(=C1C(=O)Nc2ccc(N)cc21)c1c[nH]cn1. As a reaction SMILES: [C:26](=[O:27])([OH:28])[O-:29].[CH3:31][CH2:32][O:33][C:34](=[O:35])[CH3:36].[N+:1]([O-:2])(=[O:3])[c:4]1[cH:5][c:6]2[c:10]([cH:11][cH:12]1)[NH:9][C:8](=[O:13])[C:7]2=[C:14]([CH3:15])[c:16]1[n:17][cH:18][nH:19][cH:20]1.[Na+:30].[Sn:21]([Cl:22])([Cl:23])([Cl:24])[Cl:25]>>[NH2:1][c:4]1[cH:5][c:6]2[c:10]([cH:11][cH:12]1)[NH:9][C:8](=[O:13])[C:7]2=[C:14]([CH3:15])[c:16]1[n:17][cH:18][nH:19][cH:20]1. Starting materials: CCOc1cc(C(=O)O)ccc1[N+](=O)[O-], CCO, CN(C)C=O. Product: CCOc1cc(C(=O)O)ccc1N. Reaction SMILES: [CH2:1]([CH3:2])[O:3][c:4]1[cH:5][c:6]([C:7](=[O:8])[OH:9])[cH:10][cH:11][c:12]1[N+:13]([O-:14])=[O:15].[CH3:16][CH2:17][OH:18].[O:19]=[CH:20][N:21]([CH3:22])[CH3:23]>>[CH2:1]([CH3:2])[O:3][c:4]1[cH:5][c:6]([C:7](=[O:8])[OH:9])[cH:10][cH:11][c:12]1[NH2:13]. Starting materials: FC1=C(C=CC=C1)C1=C(C=CC(=C1)F)[N+](=O)[O-] (2′,5-difluoro-2-nitro-1,1′-biphenyl), C1(=CC=CC=C1)P(C1=CC=CC=C1)C1=CC=CC=C1 (triphenylphosphine). The solvent is ClC1=C(C=CC=C1)Cl (1,2-dichlorobenzene). Product: FC=1C=CC=2NC3=CC=CC(=C3C2C1)F (3,5-Difluoro-9H-carbazole). Yield: 50.9%. RXN SMILES: [F:1][C:2]1[CH:7]=[CH:6][CH:5]=[CH:4][C:3]=1[C:8]1[CH:13]=[C:12]([F:14])[CH:11]=[CH:10][C:9]=1[N+:15]([O-])=O.C1(P(C2C=CC=CC=2)C2C=CC=CC=2)C=CC=CC=1>ClC1C=CC=CC=1Cl>[F:14][C:12]1[CH:11]=[CH:10][C:9]2[NH:15][C:4]3[C:3]([C:8]=2[CH:13]=1)=[C:2]([F:1])[CH:7]=[CH:6][CH:5]=3. Procedure details: A solution of 2′,5-difluoro-2-nitro-1,1′-biphenyl (1.400 g, 6.0 mmol) and triphenylphosphine (3.903 g, 14.9 mmol) in anhydrous 1,2-dichlorobenzene (5 mL) was heated to 175° C. in a microwave reactor for 4 hrs. The mixture was cooled to room temperature and purified by silica gel chromatography (5-50% methylene chloride/hexanes) to afford the product as a light brown solid (0.62 g, 51%). 1H NMR (CDCl3, 300 MHz) δ 8.12 (br s, 1H), 7.87 (dd, 1H, J=9.0, 2.4 Hz), 7.41-7.31 (m, 2H), 7.24-7.15 (m, 2H),... Starting materials: ClC1=C(C=C(C=2CCOC21)C2O[C@@H]([C@H]([C@@H]([C@H]2OCC2=CC=CC=C2)OCC2=CC=CC=C2)OCC2=CC=CC=C2)COCC2=CC=CC=C2)CC2=CC=C(C=C2)OC (7-Chloro-6-(4-methoxybenzyl)-4-((3S,4R,5R,6R)-3,4,5-tris(benzyloxy)-6-(benzyloxymethyl)tetrahydro-2H-pyran-2-yl)-2,3-dihydrobenzofuran). The reagents and catalysts are [Pd] (Pd/C). The solvent is C1CCOC1 (THF), CO (MeOH). Conditions: time 24 hour. Yields the product ClC1=C(C=C(C=2CCOC21)[C@@H]2O[C@@H]([C@H]([C@@H]([C@H]2O)O)O)CO)CC2=CC=C(C=C2)OC ((2S,3R,4R,5S,6R)-2-(7-Chloro-6-(4-methoxybenzyl)-2,3-dihydrobenzofuran-4-yl)-6-(hydroxymethyl)tetrahydro-2H-pyran-3,4,5-triol). As a reaction SMILES: [Cl:1][C:2]1[C:10]2[O:9][CH2:8][CH2:7][C:6]=2[C:5]([CH:11]2[C@H:16]([O:17]CC3C=CC=CC=3)[C@@H:15]([O:25]CC3C=CC=CC=3)[C@H:14]([O:33]CC3C=CC=CC=3)[C@@H:13]([CH2:41][O:42]CC3C=CC=CC=3)[O:12]2)=[CH:4][C:3]=1[CH2:50][C:51]1[CH:56]=[CH:55][C:54]([O:57][CH3:58])=[CH:53][CH:52]=1>C1COCC1.CO.[Pd]>[Cl:1][C:2]1[C:10]2[O:9][CH2:8][CH2:7][C:6]=2[C:5]([C@H:11]2[C@H:16]([OH:17])[C@@H:15]([OH:25])[C@H:14]([OH:33])[C@@H:13]([CH2:41][OH:42])[O:12]2)=[CH:4][C:3]=1[CH2:50][C:51]1[CH:52]=[CH:53][C:54]([O:57][CH3:58])=[CH:55][CH:56]=1. Reported procedure: A suspension of compound 68 (340 mg, 0.48 mmol) and Pd/C (10% wt., 45 mg) in THF (4.0 mL) and MeOH (2.0 mL) was stirred at room temperature under an atmosphere of H2 for 24 hours. The mixture was filtered through a Celite pad and concentrated in vacuo. The residue was purified by prep HPLC (C18) to afford the product E019 (15 mg, 7%) as a white solid. The reactants are COC=1C=C2C(CCOC2=CC1)=NO (6-methoxy-4-chromanone oxime), O (water), C(C)N=C=O (ethyl isocyanate). The solvent is CCOCC (ether), C1=CC=CC=C1 (benzene), C1=CC=CC=C1 (benzene). Reaction conditions: time 8 hour. Yields the product C(C)NC(=O)ON=C1CCOC2=C1C=C(C=C2)OC (2,3-Dihydro-6-methoxy-4-H-1-benzopyran-4-one O-(Ethylcarbamoyl)-oxime). Reaction SMILES: [CH3:1][O:2][C:3]1[CH:4]=[C:5]2[C:10](=[CH:11][CH:12]=1)[O:9][CH2:8][CH2:7][C:6]2=[N:13][OH:14].O.[CH2:16]([N:18]=[C:19]=[O:20])[CH3:17]>C1C=CC=CC=1.CCOCC>[CH2:16]([NH:18][C:19]([O:14][N:13]=[C:6]1[C:5]2[CH:4]=[C:3]([O:2][CH3:1])[CH:12]=[CH:11][C:10]=2[O:9][CH2:8][CH2:7]1)=[O:20])[CH3:17]. Procedure: A 42 g (0.22 mole) portion of 6-methoxy-4-chromanone oxime in 600 ml of benzene was refluxed until all water was removed via a Dean-Stark trap. The solution was treated with 1 ml of triethylamine, followed by the dropwise addition of 14 g (0.20 mole) of ethyl isocyanate at reflux. The reaction mixture was refluxed for 4 hrs., stored overnight at room temperature, and stripped of benzene under reduced pressure. The viscous residue was taken up in 250 ml of ether, refrigerated 6 hrs., and filtered...